From a dataset of the Open Reaction Database (ORD), a public repository of structured organic reaction records. describe an organic reaction: reactants, conditions, products, and yield Reactants: ClCC1=Cc2cc(Br)ccc2CCC1, CCO, NC(N)=S. The product is N=C(N)SCC1=Cc2cc(Br)ccc2CCC1, Cl. As a reaction SMILES: [Br:1][c:2]1[cH:3][cH:4][c:5]2[c:6]([cH:14]1)[CH:7]=[C:8]([CH2:12][Cl:13])[CH2:9][CH2:10][CH2:11]2.[CH3:19][CH2:20][OH:21].[NH2:15][C:16]([NH2:17])=[S:18]>>[Br:1][c:2]1[cH:3][cH:4][c:5]2[c:6]([cH:14]1)[CH:7]=[C:8]([CH2:12][S:18][C:16](=[NH:15])[NH2:17])[CH2:9][CH2:10][CH2:11]2.[ClH:13].